describe an organic reaction: reactants, conditions, products, and yield From a dataset of the Open Reaction Database (ORD), a public repository of structured organic reaction records. Reactants: N#N (N2), O1C(CCCC1)N1N=NC2=C1C=CC(=C2)C#C[Si](C)(C)C (1-(tetrahydro-2H-pyran-2-yl)-5-((trimethylsilyl)ethynyl)-1H-benzo[d][1,2,3]triazole), C(=O)([O-])[O-].[K+].[K+] (K2CO3). Run in CO (MeOH). Run at time 5 hour. The product is C(#C)C1=CC2=C(N(N=N2)C2OCCCC2)C=C1 (5-Ethynyl-1-(tetrahydro-2H-pyran-2-yl)-1H-benzo[d][1,2,3]triazole). RXN SMILES: N#N.[O:3]1[CH2:8][CH2:7][CH2:6][CH2:5][CH:4]1[N:9]1[C:13]2[CH:14]=[CH:15][C:16]([C:18]#[C:19][Si](C)(C)C)=[CH:17][C:12]=2[N:11]=[N:10]1.C([O-])([O-])=O.[K+].[K+]>CO>[C:18]([C:16]1[CH:15]=[CH:14][C:13]2[N:9]([CH:4]3[CH2:5][CH2:6][CH2:7][CH2:8][O:3]3)[N:10]=[N:11][C:12]=2[CH:17]=1)#[CH:19] |f:2.3.4|. Reported procedure: A 100-mL round-bottom flask equipped with a magnetic stir bar, a rubber septum and N2 inlet was charged with a solution of 1-(tetrahydro-2H-pyran-2-yl)-5-((trimethylsilyl)ethynyl)-1H-benzo[d][1,2,3]triazole (3.5 g, 11.7 mmol) in MeOH (59 mL). To this solution, solid K2CO3 (0.16 g, 1.17 mmol) was added in one portion. The resulting mixture was stirred at room temperature for 5 h. Reaction was monitored by TLC. Upon completion, the reaction mixture was filtered and concentrated to give the crude m... Starting materials: CN1CCCC(O)C1, N#Cc1cccc(F)c1, [H-], [Na+], CN(C)C=O. Yields the product CN1CCCC(Oc2cccc(C#N)c2)C1. RXN SMILES: [CH3:1][N:2]1[CH2:3][CH:4]([OH:8])[CH2:5][CH2:6][CH2:7]1.[F:11][c:12]1[cH:13][c:14]([C:15]#[N:16])[cH:17][cH:18][cH:19]1.[H-:10].[Na+:9].[O:20]=[CH:21][N:22]([CH3:23])[CH3:24]>>[CH3:1][N:2]1[CH2:3][CH:4]([O:8][c:12]2[cH:13][c:14]([C:15]#[N:16])[cH:17][cH:18][cH:19]2)[CH2:5][CH2:6][CH2:7]1. Reactants: C(CCCC#C)O (5-Hexyn-1-ol), ON1C(C=2C(C1=O)=CC=CC2)=O (N-hydroxyphthalimide), diethylazo-dicarboxylate. Run in C1CCOC1 (THF). Run at time 18 hour. Yields the product C1(C=2C(C(N1OCCCCC#C)=O)=CC=CC2)=O (1-phthalimidooxy-hex-5-yne). As a reaction SMILES: [CH2:1]([OH:7])[CH2:2][CH2:3][CH2:4][C:5]#[CH:6].O[N:9]1[C:13](=[O:14])[C:12]2=[CH:15][CH:16]=[CH:17][CH:18]=[C:11]2[C:10]1=[O:19]>C1COCC1>[C:13]1(=[O:14])[N:9]([O:7][CH2:1][CH2:2][CH2:3][CH2:4][C:5]#[CH:6])[C:10](=[O:19])[C:11]2=[CH:18][CH:17]=[CH:16][CH:15]=[C:12]12. Reported procedure: To 5-Hexyn-1-ol is added N-hydroxyphthalimide (1.1 equivalent) in dry THF. To this mixture is added diethylazo-dicarboxylate (DEAD) dropwise with stirring at ambient temperature for 18 hours. Evaporation of the reaction mixture followed by silica column purification yielded the 1-phthalimidooxy-hex-5-yne. Starting materials: CCCCCCCCOCc1cccc(C(=O)O)n1, CCN=C=NCCCN(C)C, ClCCl, Cl, O, On1nnc2ccccc21. Product: CCCCCCCCOCc1cccc(C(=O)n2n[n+]([O-])c3ccccc32)n1. Reaction SMILES: [CH2:11]([CH2:12][CH2:13][CH2:14][CH2:15][CH2:16][CH2:17][CH3:18])[O:19][CH2:20][c:21]1[cH:22][cH:23][cH:24][c:25]([C:27](=[O:28])[OH:29])[n:26]1.[CH2:31]([N:32]=[C:33]=[N:34][CH2:35][CH2:36][CH2:37][N:38]([CH3:39])[CH3:40])[CH3:41].[Cl:43][CH2:44][Cl:45].[ClH:30].[OH2:42].[OH:1][n:2]1[n:3][n:4][c:5]2[c:6]1[cH:7][cH:8][cH:9][cH:10]2>>[O-:1][n+:2]1[n:3][n:4]([C:27]([c:25]2[cH:24][cH:23][cH:22][c:21]([CH2:20][O:19][CH2:11][CH2:12][CH2:13][CH2:14][CH2:15][CH2:16][CH2:17][CH3:18])[n:26]2)=[O:28])[c:5]2[c:6]1[cH:7][cH:8][cH:9][cH:10]2.